Dataset: the Open Reaction Database (ORD), a public repository of structured organic reaction records. Task: describe an organic reaction: reactants, conditions, products, and yield Starting materials: ClC=1C=NC=C(C1SC1=C(C=C(S1)C(=O)O)[N+](=O)[O-])Cl (5-[(3,5-dichloro-4-pyridyl)sulfanyl]-4-nitro-thiophene-2-carboxylic acid), O(C1=CC=CC=C1)CCN (2-Phenoxy ethylamine). The product is ClC=1C=NC=C(C1SC1=C(C=C(S1)C(=O)NCCOC1=CC=CC=C1)[N+](=O)[O-])Cl (5-((3,5-dichloropyridin-4-yl)thio)-4-nitro-N-(2-phenoxyethyl)thiophene-2-carboxamide), solid. Isolated yield 24.0%. RXN SMILES: [Cl:1][C:2]1[CH:3]=[N:4][CH:5]=[C:6]([Cl:20])[C:7]=1[S:8][C:9]1[S:13][C:12]([C:14]([OH:16])=O)=[CH:11][C:10]=1[N+:17]([O-:19])=[O:18].[O:21]([CH2:28][CH2:29][NH2:30])[C:22]1[CH:27]=[CH:26][CH:25]=[CH:24][CH:23]=1>>[Cl:20][C:6]1[CH:5]=[N:4][CH:3]=[C:2]([Cl:1])[C:7]=1[S:8][C:9]1[S:13][C:12]([C:14]([NH:30][CH2:29][CH2:28][O:21][C:22]2[CH:27]=[CH:26][CH:25]=[CH:24][CH:23]=2)=[O:16])=[CH:11][C:10]=1[N+:17]([O-:19])=[O:18]. Procedure details: Prepared according to the procedure described for example 50 from 5-[(3,5-dichloro-4-pyridyl)sulfanyl]-4-nitro-thiophene-2-carboxylic acid (100 mg, 0.28 mmol) and 2-Phenoxy ethylamine (45 mg, 0.32 mmol). The title compound was obtained as a solid (32 mg, 24% yield). 1H NMR (400 MHz, d6-DMSO) δ: 9.11 (1H, m), 8.99 (2H, m), 8.47 (1H, s), 7.27 (2H, m), 6.93 (3H, m), 4.04 (2H, m), 3.56 (2H, m). MS m/z: 468.03, 470.03 [M+H]+. The reactants are CCOC(=O)C=CC(C)(C)c1cccc(OC)c1, CCOC(C)=O. As a reaction SMILES: [CH2:1]([CH3:2])[O:3][C:4]([CH:5]=[CH:6][C:7]([CH3:8])([CH3:9])[c:10]1[cH:11][c:12]([O:16][CH3:17])[cH:13][cH:14][cH:15]1)=[O:18].[CH3:19][CH2:20][O:21][C:22](=[O:23])[CH3:24]>>[CH2:1]([CH3:2])[O:3][C:4]([CH2:5][CH2:6][C:7]([CH3:8])([CH3:9])[c:10]1[cH:11][c:12]([O:16][CH3:17])[cH:13][cH:14][cH:15]1)=[O:18]. Yields the product CCOC(=O)CCC(C)(C)c1cccc(OC)c1. Starting materials: [N+](=O)([O-])C=1C=C(C=CC1)C=CC#N (3-(3-Nitrophenyl)acrylonitrile). Reagents/catalysts: C1=CC=C(C=C1)P(C2=CC=CC=C2)C3=CC=CC=C3.C1=CC=C(C=C1)P(C2=CC=CC=C2)C3=CC=CC=C3.C1=CC=C(C=C1)P(C2=CC=CC=C2)C3=CC=CC=C3.[Cl-].[Rh] (tris(triphenylphosphine)rhodium(I) chloride). Solvent: C1=CC=CC=C1 (benzene). Run at temperature 40 celsius. Yields the product [N+](=O)([O-])C=1C=C(C=CC1)CCC#N (3-(3-Nitrophenyl)propionitrile). As a reaction SMILES: [N+:1]([C:4]1[CH:5]=[C:6]([CH:10]=[CH:11][C:12]#[N:13])[CH:7]=[CH:8][CH:9]=1)([O-:3])=[O:2]>C1C=CC(P(C2C=CC=CC=2)C2C=CC=CC=2)=CC=1.C1C=CC(P(C2C=CC=CC=2)C2C=CC=CC=2)=CC=1.C1C=CC(P(C2C=CC=CC=2)C2C=CC=CC=2)=CC=1.[Cl-].[Rh].C1C=CC=CC=1>[N+:1]([C:4]1[CH:5]=[C:6]([CH2:10][CH2:11][C:12]#[N:13])[CH:7]=[CH:8][CH:9]=1)([O-:3])=[O:2] |f:1.2.3.4.5|. Procedure details: There are introduced into a cylinder 3 g of the product obtained in Step 1, 1.59 g of tris(triphenylphosphine)rhodium(I) chloride and 90 ml of benzene. The whole is heated for 5 hours at 40° C. under a hydrogen pressure of 5 bar. The solvent is evaporated off and the residue is purified by chromatography on silica gel using dichloromethane as eluant. Starting materials: O=C([O-])O, CCOC(=O)c1ccc(C=C(CCCc2ccc(C(=O)OC(C)(C)C)cc2)Cn2ccnc2)cc1, CC(=O)O, Cl, [Na+], O. The product is CCOC(=O)c1ccc(C=C(CCCc2ccc(C(=O)O)cc2)Cn2ccnc2)cc1. Reaction SMILES: [C:37](=[O:38])([O-:39])[OH:40].[CH3:1][C:2]([CH3:3])([O:4][C:5](=[O:6])[c:7]1[cH:8][cH:9][c:10]([CH2:13][CH2:14][CH2:15][C:16](=[CH:17][c:18]2[cH:19][cH:20][c:21]([C:22](=[O:23])[O:24][CH2:25][CH3:26])[cH:27][cH:28]2)[CH2:29][n:30]2[cH:31][n:32][cH:33][cH:34]2)[cH:11][cH:12]1)[CH3:35].[CH3:42][C:43](=[O:44])[OH:45].[ClH:36].[Na+:41].[OH2:46]>>[O:4]=[C:5]([OH:6])[c:7]1[cH:8][cH:9][c:10]([CH2:13][CH2:14][CH2:15][C:16](=[CH:17][c:18]2[cH:19][cH:20][c:21]([C:22](=[O:23])[O:24][CH2:25][CH3:26])[cH:27][cH:28]2)[CH2:29][n:30]2[cH:31][n:32][cH:33][cH:34]2)[cH:11][cH:12]1. Starting materials: C1(=CC=CC=C1)CCN (2-Phenylethylamine), S(=O)(=O)(O)O.CSC(N)=N (S-methylisothiourea sulfate). The solvent is C(C)O (ethanol). Yields the product S(=O)(=O)(O)O.C1(=CC=CC=C1)CCNC(=N)N.C1(=CC=CC=C1)CCNC(=N)N (2-phenylethylguanidine hemisulfate). Isolated yield 127.0%. Reaction SMILES: [C:1]1([CH2:7][CH2:8][NH2:9])[CH:6]=[CH:5][CH:4]=[CH:3][CH:2]=1.[S:10]([OH:14])([OH:13])(=[O:12])=[O:11].CS[C:17](=[NH:19])[NH2:18]>C(O)C>[S:10]([OH:14])([OH:13])(=[O:12])=[O:11].[C:1]1([CH2:7][CH2:8][NH:9][C:17]([NH2:19])=[NH:18])[CH:6]=[CH:5][CH:4]=[CH:3][CH:2]=1.[C:1]1([CH2:7][CH2:8][NH:9][C:17]([NH2:19])=[NH:18])[CH:6]=[CH:5][CH:4]=[CH:3][CH:2]=1 |f:1.2,4.5.6|. Procedure details: 2-Phenylethylamine (8.49 g, 70.1 mmol) and S-methylisothiourea sulfate (9.43 g, 33.9 mmol) was dissolved in 100 ml distilled water. Air was passed over the reaction mixture and through 50% NaOH (500 ml) and then through 5% cuprous sulfate (250 ml). The reaction mixture was heated at reflux for 5 hours. Evaporation of the solvent yielded a white powder. The product was isolated by crystallisation from 96% ethanol, washed with cold acetone and diethyl ether and dried in a desecrator. After three c... Reaction conditions: temperature 160 celsius. Reactants: ICCOCCOCCOCCI (1-iodo-2-(2-(2-(2-iodoethoxy)ethoxy)ethoxy)ethane), P(=O)(OCC)(OCC)OCC (triethyl phosphate). Reported procedure: 1-iodo-2-(2-(2-(2-iodoethoxy)ethoxy)ethoxy)ethane (1 eq) was mixed with triethyl phosphate (1 eq) then heated to 160° C. for 20 minutes by microwave. The crude mixture was purified by flash chromatography on a COMBIFLASH® system (ISCO) using 0-10% MeOH/DCM to give the product as a yellow oil. Reaction SMILES: I[CH2:2][CH2:3][O:4][CH2:5][CH2:6][O:7][CH2:8][CH2:9][O:10][CH2:11][CH2:12][I:13].[P:14](OCC)([O:19][CH2:20][CH3:21])([O:16][CH2:17][CH3:18])=[O:15]>>[I:13][CH2:12][CH2:11][O:10][CH2:9][CH2:8][O:7][CH2:6][CH2:5][O:4][CH2:3][CH2:2][P:14](=[O:15])([O:19][CH2:20][CH3:21])[O:16][CH2:17][CH3:18]. Product: ICCOCCOCCOCCP(OCC)(OCC)=O (diethyl 2-(2-(2-(2-iodoethoxy)ethoxy)ethoxy)ethylphosphonate).